Dataset: the Open Reaction Database (ORD), a public repository of structured organic reaction records. Task: describe an organic reaction: reactants, conditions, products, and yield Starting materials: COC(=O)COc1cc(OC)c(S(=O)(=O)Cc2ccc(-c3ccc(C(F)(F)F)cc3)cc2)cc1C, COc1cc(OCC(=O)O)c(C)cc1SCc1ccc(-c2ccc(C(F)(F)F)cc2)cc1, O=C(OO)c1cccc(Cl)c1, ClCCl. The product is COc1cc(OCC(=O)O)c(C)cc1S(=O)(=O)Cc1ccc(-c2ccc(C(F)(F)F)cc2)cc1. RXN SMILES: [CH3:1][O:2][C:3]([CH2:4][O:5][c:6]1[c:7]([CH3:34])[cH:8][c:9]([S:14](=[O:15])(=[O:16])[CH2:17][c:18]2[cH:19][cH:20][c:21](-[c:24]3[cH:25][cH:26][c:27]([C:30]([F:31])([F:32])[F:33])[cH:28][cH:29]3)[cH:22][cH:23]2)[c:10]([O:12][CH3:13])[cH:11]1)=[O:35].[CH3:36][O:37][c:38]1[c:39]([S:40][CH2:41][c:42]2[cH:43][cH:44][c:45](-[c:46]3[cH:47][cH:48][c:49]([C:50]([F:51])([F:52])[F:53])[cH:54][cH:55]3)[cH:56][cH:57]2)[cH:58][c:59]([CH3:60])[c:61]([O:63][CH2:64][C:65]([OH:66])=[O:67])[cH:62]1.[Cl:68][c:69]1[cH:70][cH:71][cH:72][c:73]([C:74]([O:75][OH:76])=[O:77])[cH:78]1.[Cl:79][CH2:80][Cl:81]>>[O:2]=[C:3]([CH2:4][O:5][c:6]1[c:7]([CH3:34])[cH:8][c:9]([S:14](=[O:15])(=[O:16])[CH2:17][c:18]2[cH:19][cH:20][c:21](-[c:24]3[cH:25][cH:26][c:27]([C:30]([F:31])([F:32])[F:33])[cH:28][cH:29]3)[cH:22][cH:23]2)[c:10]([O:12][CH3:13])[cH:11]1)[OH:35]. Starting materials: 55.8-g, ClC=1SC(=CC1S(=O)(=O)Cl)Cl (2,5-dichloro-3-thienylsulfonyl chloride), [N+](=O)(O)[O-] (nitric acid). Run in ice water, S(O)(O)(=O)=O (sulfuric acid). Reaction conditions: temperature 25 celsius, time 8 hour. The product is ClC=1SC(=C(C1S(=O)(=O)Cl)[N+](=O)[O-])Cl (2,5-dichloro-4-nitro-3-thienylsulfonyl chloride). RXN SMILES: [Cl:1][C:2]1[S:3][C:4]([Cl:11])=[CH:5][C:6]=1[S:7]([Cl:10])(=[O:9])=[O:8].[N+:12]([O-])([OH:14])=[O:13]>S(=O)(=O)(O)O>[Cl:1][C:2]1[S:3][C:4]([Cl:11])=[C:5]([N+:12]([O-:14])=[O:13])[C:6]=1[S:7]([Cl:10])(=[O:8])=[O:9]. Procedure: A 55.8-g (0.22 mol) sample of 2,5-dichloro-3-thienylsulfonyl chloride was added in small portions to a stirred solution of 150 ml concentrated nitric acid and 150 ml concentrated sulfuric acid. After the addition was completed, the reaction mixture was stirred at about 25° C overnight. The reaction mixture was then diluted with ice water and filtered to give the crude 2,5-dichloro-4-nitro-3-thienylsulfonyl chloride product. The product was washed with water and dried. Recrystallization from meth... Starting materials: [Al+3], CCOC(C)=O, [H-], [H-], [H-], [H-], [Li+], C1CCOC1, O, CC(C(=O)O)C1(O)CCCCC1c1ccccc1. Yields the product CC(CO)C1(O)CCCCC1c1ccccc1. As a reaction SMILES: [Al+3:20].[CH3:25][CH2:26][O:27][C:28](=[O:29])[CH3:30].[H-:19].[H-:22].[H-:23].[H-:24].[Li+:21].[O:32]1[CH2:33][CH2:34][CH2:35][CH2:36]1.[OH2:31].[OH:1][C:2]1([CH:14]([C:15](=[O:16])[OH:17])[CH3:18])[CH:3]([c:8]2[cH:9][cH:10][cH:11][cH:12][cH:13]2)[CH2:4][CH2:5][CH2:6][CH2:7]1>>[OH:1][C:2]1([CH:14]([CH2:15][OH:16])[CH3:18])[CH:3]([c:8]2[cH:9][cH:10][cH:11][cH:12][cH:13]2)[CH2:4][CH2:5][CH2:6][CH2:7]1. The product is CCCCN(CCCC)CCCNCc1ccc(C(=O)OC)cc1. As a reaction SMILES: [CH2:13]([CH2:14][CH2:15][CH3:16])[N:17]([CH2:18][CH2:19][CH2:20][NH2:21])[CH2:22][CH2:23][CH2:24][CH3:25].[CH:1](=[O:2])[c:3]1[cH:4][cH:5][c:6]([C:7](=[O:8])[O:9][CH3:10])[cH:11][cH:12]1>>[CH2:1]([c:3]1[cH:4][cH:5][c:6]([C:7](=[O:8])[O:9][CH3:10])[cH:11][cH:12]1)[NH:21][CH2:20][CH2:19][CH2:18][N:17]([CH2:13][CH2:14][CH2:15][CH3:16])[CH2:22][CH2:23][CH2:24][CH3:25]. Starting materials: CCCCN(CCCC)CCCN, COC(=O)c1ccc(C=O)cc1. The reactants are solid, BrC1=CC(=CC=2C(=C3N(C12)CCCNC3=O)C)C#N (7-bromo-11-methyl-1-oxo-2,3,4,5-tetrahydro-[1,4]diazepino[1,2-a]indole-9-carbonitrile), BrC1=CC(=CC=2C(=C3N(C12)CCCNC3=O)C)C#N (7-bromo-11-methyl-1-oxo-2,3,4,5-tetrahydro-[1,4]diazepino[1,2-a]indole-9-carbonitrile), N1=CN=CC(=C1)B(O)O (pyrimidin-5-ylboronic acid). The product is CC1=C2N(C=3C(=CC(=CC13)C#N)C=1C=NC=NC1)CCCNC2=O (11-Methyl-1-oxo-7-pyrimidin-5-yl-2,3,4,5-tetrahydro-[1,4]diazepino[1,2-a]indole-9-carbonitrile). Reaction SMILES: Br[C:2]1[C:10]2[N:9]3[CH2:11][CH2:12][CH2:13][NH:14][C:15](=[O:16])[C:8]3=[C:7]([CH3:17])[C:6]=2[CH:5]=[C:4]([C:18]#[N:19])[CH:3]=1.[N:20]1[CH:25]=[C:24](B(O)O)[CH:23]=[N:22][CH:21]=1>>[CH3:17][C:7]1[C:6]2[CH:5]=[C:4]([C:18]#[N:19])[CH:3]=[C:2]([C:24]3[CH:25]=[N:20][CH:21]=[N:22][CH:23]=3)[C:10]=2[N:9]2[CH2:11][CH2:12][CH2:13][NH:14][C:15](=[O:16])[C:8]=12. Reported procedure: The title compound, light yellow solid (19 mg, 24%), MS (ISP) m/z=318.6 [(M+H)+], mp 304° C., was prepared in accordance with the general method of example 1 from 7-bromo-11-methyl-1-oxo-2,3,4,5-tetrahydro-[1,4]diazepino[1,2-a]indole-9-carbonitrile (intermediate 17) (79.5 mg, 0.25 mmol) and commercially available pyrimidin-5-ylboronic acid (40.3 mg, 0.325 mmol). Starting materials: CCOC(C)=O, COC(=O)C(Nc1cccc(CCl)c1)c1ccccc1, [N-]=[N+]=[N-], COC(=O)C(Nc1cccc(CN=[N+]=[N-])c1)c1ccccc1, [Na+], O=S(Cl)Cl. The product is COC(=O)C(Nc1cccc(CN)c1)c1ccccc1. RXN SMILES: [CH3:51][CH2:52][O:53][C:54](=[O:55])[CH3:56].[Cl:5][CH2:6][c:7]1[cH:8][c:9]([NH:10][CH:11]([c:12]2[cH:13][cH:14][cH:15][cH:16][cH:17]2)[C:18]([O:19][CH3:20])=[O:21])[cH:22][cH:23][cH:24]1.[N-:26]=[N+:27]=[N-:28].[N:29](=[N+:30]=[N-:31])[CH2:32][c:33]1[cH:34][c:35]([NH:39][CH:40]([C:41](=[O:42])[O:43][CH3:44])[c:45]2[cH:46][cH:47][cH:48][cH:49][cH:50]2)[cH:36][cH:37][cH:38]1.[Na+:25].[S:1]([Cl:2])([Cl:3])=[O:4]>>[NH2:29][CH2:32][c:33]1[cH:34][c:35]([NH:39][CH:40]([C:41](=[O:42])[O:43][CH3:44])[c:45]2[cH:46][cH:47][cH:48][cH:49][cH:50]2)[cH:36][cH:37][cH:38]1. The reactants are C(C)OCC=1N(C2=C(C=NC=3C=CC=CC23)N1)CCCCCC(=O)OCC (ethyl 6-(2-ethoxymethyl-1H-imidazo[4,5-c]quinolin-1-yl)hexanoate), C(CC)N (n-propylamine). The solvent is C1CCOC1 (THF). Yields the product C(C)OCC=1N(C2=C(C=NC=3C=CC=CC23)N1)CCCCCC(=O)NCCC (6-[2-(ethoxymethyl)-1H-imidazo[4,5-c]quinolin-1-yl]-N-propylhexanamide). As a reaction SMILES: [CH2:1]([O:3][CH2:4][C:5]1[N:6]([CH2:18][CH2:19][CH2:20][CH2:21][CH2:22][C:23]([O:25]CC)=O)[C:7]2[C:16]3[CH:15]=[CH:14][CH:13]=[CH:12][C:11]=3[N:10]=[CH:9][C:8]=2[N:17]=1)[CH3:2].[CH2:28]([NH2:31])[CH2:29][CH3:30]>C1COCC1>[CH2:1]([O:3][CH2:4][C:5]1[N:6]([CH2:18][CH2:19][CH2:20][CH2:21][CH2:22][C:23]([NH:31][CH2:28][CH2:29][CH3:30])=[O:25])[C:7]2[C:16]3[CH:15]=[CH:14][CH:13]=[CH:12][C:11]=3[N:10]=[CH:9][C:8]=2[N:17]=1)[CH3:2]. Procedure details: A solution of ethyl 6-(2-ethoxymethyl-1H-imidazo[4,5-c]quinolin-1-yl)hexanoate (3.73 g, 10.1 mmol, prepared in Parts A and B of Example 13), n-propylamine (5 mL), and THF (5 mL) was heated at 80° C. for three days in a high-pressure vessel, allowed to cool to ambient temperature, and concentrated under reduced pressure. The work-up procedure described in Part C of Example 13 was followed to provide 4.1 g of 6-[2-(ethoxymethyl)-1H-imidazo[4,5-c]quinolin-1-yl]-N-propylhexanamide.